This data is from the Open Reaction Database (ORD), a public repository of structured organic reaction records. The task is: describe an organic reaction: reactants, conditions, products, and yield Reactants: FC(C1=NC=CC(=C1)CC1=CC=C(C=C1)N)(F)F (4-(2-trifluoromethyl-pyridin-4-ylmethyl)-phenylamine), ClC1=NC=CC(=C1)[N+](=O)[O-] (2-chloro-4-nitro-pyridine), FC(C1=NC=CC(=C1)CC1=CC=C(C=C1)N)(F)F (4-(2-trifluoromethyl-pyridin-4-ylmethyl)-phenylamine), ethyl (4-nitrophenyl) acetate. Product: ClC1=NC=CC(=C1)CC1=CC=C(C=C1)N (4-(2-Chloro-pyridin-4-ylmethyl)-phenylamine). Reaction SMILES: FC(F)(F)[C:3]1[CH:8]=[C:7]([CH2:9][C:10]2[CH:15]=[CH:14][C:13]([NH2:16])=[CH:12][CH:11]=2)[CH:6]=[CH:5][N:4]=1.[Cl:19]C1C=C([N+]([O-])=O)C=CN=1>>[Cl:19][C:3]1[CH:8]=[C:7]([CH2:9][C:10]2[CH:15]=[CH:14][C:13]([NH2:16])=[CH:12][CH:11]=2)[CH:6]=[CH:5][N:4]=1. Reported procedure: 4-(2-Chloro-pyridin-4-ylmethyl)-phenylamine was prepared by a method analogous to that described for 4-(2-trifluoromethyl-pyridin-4-ylmethyl)-phenylamine (Intermediate 2P), starting from ethyl (4-nitrophenyl) acetate and 2-chloro-4-nitro-pyridine. 1H NMR (CHCl3-d) δ 8.23 (dd, J=5.1, 0.5 Hz, 1H), 7.11 (m, 1H), 7.01 (m, 1H), 6.95 (m, 2H), 6.65 (m, 2H), 3.83 (s, 2H). Starting materials: CC(C)(C)OC(=O)NCC=O, CC(=O)O[BH-](OC(C)=O)OC(C)=O, Cn1c(C2CCNC2)cc(-c2ccncc2)c(-c2ccc3ccccc3c2)c1=O, ClC(Cl)Cl, ClCCl, [Na+], [Na+], O=C([O-])O. Product: Cn1c(C2CCN(CCNC(=O)OC(C)(C)C)C2)cc(-c2ccncc2)c(-c2ccc3ccccc3c2)c1=O. RXN SMILES: [C:30]([CH3:31])([CH3:32])([CH3:33])[O:34][C:35]([NH:36][CH2:37][CH:38]=[O:39])=[O:40].[C:41]([O:42][BH-:43]([O:44][C:45](=[O:46])[CH3:47])[O:48][C:49](=[O:50])[CH3:51])(=[O:52])[CH3:53].[CH3:1][n:2]1[c:3](=[O:29])[c:4](-[c:19]2[cH:20][c:21]3[cH:22][cH:23][cH:24][cH:25][c:26]3[cH:27][cH:28]2)[c:5](-[c:13]2[cH:14][cH:15][n:16][cH:17][cH:18]2)[cH:6][c:7]1[CH:8]1[CH2:9][NH:10][CH2:11][CH2:12]1.[Cl:60][CH:61]([Cl:62])[Cl:63].[Cl:64][CH2:65][Cl:66].[Na+:54].[Na+:59].[O-:55][C:56]([OH:57])=[O:58]>>[CH3:1][n:2]1[c:3](=[O:29])[c:4](-[c:19]2[cH:20][c:21]3[cH:22][cH:23][cH:24][cH:25][c:26]3[cH:27][cH:28]2)[c:5](-[c:13]2[cH:14][cH:15][n:16][cH:17][cH:18]2)[cH:6][c:7]1[CH:8]1[CH2:9][N:10]([CH2:38][CH2:37][NH:36][C:35]([O:34][C:30]([CH3:31])([CH3:32])[CH3:33])=[O:40])[CH2:11][CH2:12]1.